Task: describe an organic reaction: reactants, conditions, products, and yield. Dataset: the Open Reaction Database (ORD), a public repository of structured organic reaction records Reactants: OC=1C=C(C=CC1)C[C@H](C(=O)OC)C (Methyl (2R)-3-(3-hydroxyphenyl)-2-methylpropanoate), OC=1C=C(C=CC1)C[C@@H](C(=O)OCC)C ((S)-ethyl 3-(3-hydroxyphenyl)-2-methylpropanoate), OC=1C=C(C=CC1)C[C@@H](C(=O)OC)C (methyl (2S)-3-(3-hydroxyphenyl)-2-methylpropanoate), OC=1C=C(C=CC1)C[C@H](C(=O)OCC)C ((R)-ethyl 3-(3-hydroxyphenyl)-2-methylpropanoate). Product: OC=1C=C(C=CC1)CC(C(=O)OCC)C (Ethyl 3-(3-hydroxyphenyl)-2-methylpropanoate). As a reaction SMILES: OC1C=C(C[C@@H](C)C(OC)=O)C=CC=1.OC1C=C(C[C@H](C)C(OC)=O)C=CC=1.[OH:29][C:30]1[CH:31]=[C:32]([CH2:36][C@@H:37]([CH3:43])[C:38]([O:40][CH2:41][CH3:42])=[O:39])[CH:33]=[CH:34][CH:35]=1.OC1C=C(C[C@H](C)C(OCC)=O)C=CC=1>>[OH:29][C:30]1[CH:31]=[C:32]([CH2:36][CH:37]([CH3:43])[C:38]([O:40][CH2:41][CH3:42])=[O:39])[CH:33]=[CH:34][CH:35]=1. Procedure details: Methyl (2R)-3-(3-hydroxyphenyl)-2-methylpropanoate (62) and methyl (2S)-3-(3-hydroxyphenyl)-2-methylpropanoate (63). Racemic ethyl 3-(3-hydroxyphenyl)-2-methylpropanoate 62.C (0.40 g) was separated by ChiralPak OJ-H column, eluted with 10% isopropanol in hexane to give the separated enantiomers; (R)-ethyl 3-(3-hydroxyphenyl)-2-methylpropanoate and (S)-ethyl 3-(3-hydroxyphenyl)-2-methylpropanoate 62 and 63. MS ESI (pos.) m/e: 209.1 (M+H)+. The reactants are COC(=O)C=1C=CC=2C(C3=CC(=CC=C3OC2C1)Br)=O (7-Bromo-9-oxo-9H-xanthene-3-carboxylic acid methyl ester), COC(=O)C=1C=CC=2C(C3=CC=CC=C3OC2C1)=O (9-oxo-9H-xanthene-3-carboxylic acid methyl ester), COC(=O)C=1C=CC=2C(C3=CC=CC=C3OC2C1)=O (9-Oxo-9H-xanthene-3-carboxylic acid methyl ester). The product is BrC1=CC=C2OC=3C=C(C=CC3C(C2=C1)=O)C(=O)O (7-Bromo-9-oxo-9H-xanthene-3-carboxylic acid). Procedure: Using an adaptation of the method described in Procedure 5, substituting 7-bromo-9-oxo-9H-xanthene-3-carboxylic acid methyl ester, 2f for 9-oxo-9H-xanthene-3-carboxylic acid methyl ester, 4a, the title compound 7-bromo-9-oxo-9H-xanthene-3-carboxylic acid, 3f was obtained. RXN SMILES: C[O:2][C:3]([C:5]1[CH:6]=[CH:7][C:8]2[C:9](=[O:20])[C:10]3[C:15]([O:16][C:17]=2[CH:18]=1)=[CH:14][CH:13]=[C:12]([Br:19])[CH:11]=3)=[O:4].COC(C1C=CC2C(=O)C3C(OC=2C=1)=CC=CC=3)=O>>[Br:19][C:12]1[CH:11]=[C:10]2[C:15]([O:16][C:17]3[CH:18]=[C:5]([C:3]([OH:4])=[O:2])[CH:6]=[CH:7][C:8]=3[C:9]2=[O:20])=[CH:14][CH:13]=1. Reactants: N12CC(C(CC1)CC2)=O (3-quinuclidinone), C(C)(C)[N-]C(C)C.[Li+] (lithium diisopropylamide), C(C)(=O)C1=CC=2N(C3=CC=CC=C3SC2C=C1)C (2-acetyl-10-methylphenothiazine), C(CCC)[Li] (n-butyl lithium), C(C)(C)NC(C)C (diisopropylamine). Solvent: C1CCOC1 (THF), C1CCOC1 (THF), C1CCOC1 (THF), CCCCCC (hexane), O (Water). Run at time 40 minute. Product: CN1C2=CC=CC=C2SC=2C=CC(=CC12)C(=O)CC1(CN2CCC1CC2)O (3-Hydroxy-3-quinuclidinylmethyl 10-methyl-2-phenothiazinyl ketone). Yield: 53.6%. Reaction SMILES: C([Li])CCC.C(NC(C)C)(C)C.C([N-]C(C)C)(C)C.[Li+].[C:21]([C:24]1[CH:37]=[CH:36][C:35]2[S:34][C:33]3[C:28](=[CH:29][CH:30]=[CH:31][CH:32]=3)[N:27]([CH3:38])[C:26]=2[CH:25]=1)(=[O:23])[CH3:22].[N:39]12[CH2:46][CH2:45][CH:42]([CH2:43][CH2:44]1)[C:41](=[O:47])[CH2:40]2>O.C1COCC1.CCCCCC>[CH3:38][N:27]1[C:26]2[CH:25]=[C:24]([C:21]([CH2:22][C:41]3([OH:47])[CH:42]4[CH2:45][CH2:46][N:39]([CH2:44][CH2:43]4)[CH2:40]3)=[O:23])[CH:37]=[CH:36][C:35]=2[S:34][C:33]2[C:28]1=[CH:29][CH:30]=[CH:31][CH:32]=2 |f:2.3|. Reported procedure: In an atmosphere of argon, a hexane solution of n-butyl lithium (1.71M, 4.94 ml, 8.45 mmol) was added at -78° C. to a THF (8 ml) solution of diisopropylamine (1.23 ml, 8.8 mmol), and the mixture was stirred for 40 minutes. To the solution of the resulting lithium diisopropylamide was added a THF (8 ml) solution of 2-acetyl-10-methylphenothiazine (1.96 g, 7.68 mmol), and the mixture was stirred for 1 hour. A THF (8 ml) solution of 3-quinuclidinone (951 mg, 7.60 mmol) was added, the mixture was st... The reactants are NC1=C(C(=NC=N1)N[C@@H](C)C1=NN2C(C(N1C1=CC=CC=C1)=O)=C(C=C2)C)Br ((S)-2-(1-((6-Amino-5-bromopyrimidin-4-yl)amino)ethyl)-5-methyl-3-phenylpyrrolo[2,1-f][1,2,4]triazin-4(3H)-one), C(C)C1=NC=C(C=C1NS(=O)(=O)C1=CC=C(C=C1)OC)B1OC(C(O1)(C)C)(C)C (N-(2-ethyl-5-(4,4,5,5-tetramethyl-1,3,2-dioxaborolan-2-yl)pyridin-3-yl)-4-methoxybenzenesulfonamide), C([O-])([O-])=O.[Cs+].[Cs+] (cesium carbonate). The product is NC1=NC=NC(=C1C=1C=C(C(=NC1)CC)NS(=O)(=O)C1=CC=C(C=C1)OC)N[C@@H](C)C1=NN2C(C(N1C1=CC=CC=C1)=O)=C(C=C2)C ((S)—N-(5-(4-Amino-6-((1-(5-methyl-4-oxo-3-phenyl-3,4-dihydropyrrolo[2,1-f][1,2,4]triazin-2-yl)ethyl)amino)pyrimidin-5-yl)-2-ethylpyridin-3-yl)-4-methoxybenzenesulfonamide). The yield is 54.6%. Reaction SMILES: [NH2:1][C:2]1[N:7]=[CH:6][N:5]=[C:4]([NH:8][C@H:9]([C:11]2[N:16]([C:17]3[CH:22]=[CH:21][CH:20]=[CH:19][CH:18]=3)[C:15](=[O:23])[C:14]3=[C:24]([CH3:27])[CH:25]=[CH:26][N:13]3[N:12]=2)[CH3:10])[C:3]=1Br.[CH2:29]([C:31]1[C:36]([NH:37][S:38]([C:41]2[CH:46]=[CH:45][C:44]([O:47][CH3:48])=[CH:43][CH:42]=2)(=[O:40])=[O:39])=[CH:35][C:34](B2OC(C)(C)C(C)(C)O2)=[CH:33][N:32]=1)[CH3:30].C(=O)([O-])[O-].[Cs+].[Cs+]>>[NH2:1][C:2]1[C:3]([C:34]2[CH:35]=[C:36]([NH:37][S:38]([C:41]3[CH:42]=[CH:43][C:44]([O:47][CH3:48])=[CH:45][CH:46]=3)(=[O:40])=[O:39])[C:31]([CH2:29][CH3:30])=[N:32][CH:33]=2)=[C:4]([NH:8][C@H:9]([C:11]2[N:16]([C:17]3[CH:22]=[CH:21][CH:20]=[CH:19][CH:18]=3)[C:15](=[O:23])[C:14]3=[C:24]([CH3:27])[CH:25]=[CH:26][N:13]3[N:12]=2)[CH3:10])[N:5]=[CH:6][N:7]=1 |f:2.3.4|. Procedure: (S)-2-(1-((6-Amino-5-bromopyrimidin-4-yl)amino)ethyl)-5-methyl-3-phenylpyrrolo[2,1-f][1,2,4]triazin-4(3H)-one (180 mg, 0.41 mmol) was treated with N-(2-ethyl-5-(4,4,5,5-tetramethyl-1,3,2-dioxaborolan-2-yl)pyridin-3-yl)-4-methoxybenzenesulfonamide (250 mg, 0.60 mmol), 2M cesium carbonate (410 μl, 0.82 mmol) and 1,1′-bis(diphenylphosphino)ferrocene-palladium(II)dichloride dichloromethane complex (30 mg, 0.04 mmol) according to the method described in Example 3 to give 146 mg (55% yield) of the tit... The reactants are [Al+3], O=C(Cl)c1ccccc1, COC(=O)C1CCc2ccccc21, [Cl-], [Cl-], [Cl-], Cl, S=C=S. The product is COC(=O)C1CCc2ccc(C(=O)c3ccccc3)cc21. As a reaction SMILES: [Al+3:2].[C:18]([c:19]1[cH:20][cH:21][cH:22][cH:23][cH:24]1)(=[O:25])[Cl:26].[CH3:5][O:6][C:7](=[O:8])[CH:9]1[CH2:10][CH2:11][c:12]2[cH:13][cH:14][cH:15][cH:16][c:17]21.[Cl-:1].[Cl-:3].[Cl-:4].[ClH:27].[S:28]=[C:29]=[S:30]>>[CH3:5][O:6][C:7](=[O:8])[CH:9]1[CH2:10][CH2:11][c:12]2[cH:13][cH:14][c:15]([C:18]([c:19]3[cH:20][cH:21][cH:22][cH:23][cH:24]3)=[O:25])[cH:16][c:17]21. Starting materials: C(C)C1=CC=C(C=C1)C1=C(C(=NN1C)C(C)=NNC(=O)C1=CC=C(C(=O)OC)C=C1)O (methyl 4-[(2-{1-[5-(4-ethylphenyl)-4-hydroxy-1-methyl-1H-pyrazol-3-yl]ethylidene}hydrazino)carbonyl]benzoate), CO (methanol), Cl (hydrochloric acid), [OH-].[Na+] (sodium hydroxide). Run in O (water). Reaction conditions: time 2 hour. Product: C(C)C1=CC=C(C=C1)C1=C(C(=NN1C)C(C)=NNC(=O)C1=CC=C(C(=O)O)C=C1)O (4-[(2-{1-[5-(4-ethylphenyl)-4-hydroxy-1-methyl-1H-pyrazol-3-yl]ethylidene}hydrazino)carbonyl]benzoic acid). Isolated yield 41.6%. RXN SMILES: [CH2:1]([C:3]1[CH:8]=[CH:7][C:6]([C:9]2[N:13]([CH3:14])[N:12]=[C:11]([C:15](=[N:17][NH:18][C:19]([C:21]3[CH:30]=[CH:29][C:24]([C:25]([O:27]C)=[O:26])=[CH:23][CH:22]=3)=[O:20])[CH3:16])[C:10]=2[OH:31])=[CH:5][CH:4]=1)[CH3:2].CO.[OH-].[Na+].Cl>O>[CH2:1]([C:3]1[CH:8]=[CH:7][C:6]([C:9]2[N:13]([CH3:14])[N:12]=[C:11]([C:15](=[N:17][NH:18][C:19]([C:21]3[CH:22]=[CH:23][C:24]([C:25]([OH:27])=[O:26])=[CH:29][CH:30]=3)=[O:20])[CH3:16])[C:10]=2[OH:31])=[CH:5][CH:4]=1)[CH3:2] |f:2.3|. Procedure details: To methyl 4-[(2-{1-[5-(4-ethylphenyl)-4-hydroxy-1-methyl-1H-pyrazol-3-yl]ethylidene}hydrazino)carbonyl]benzoate (0.172 mmol, 72.4 mg), methanol (4 mL) was added, and 1 M aqueous sodium hydroxide (5 eq., 0.861 mL) was added at room temperature. After 10 minutes of stirring at room temperature and 2 hours of stirring at 60° C., the reactor was cooled to room temperature, and 1 M hydrochloric acid (5 eq., 0.861 mL) and water were added. The precipitated solid was recovered by filtration, washed wit... Reactants: BrN1C(CCC1=O)=O (N-Bromosuccinimide), CC(C)OC1=NC(=C2N=CN(C2=N1)C1OCCCC1)N (2-[(1-methylethyl)oxy]-9-(tetrahydro-2H-pyran-2-yl)-9H-purin-6-amine), BrN1C(CCC1=O)=O (N-bromosuccinimide). Run in C(Cl)(Cl)Cl (chloroform), C(Cl)(Cl)Cl (chloroform). Run at temperature 2.5 celsius, time 1 hour. Yields the product BrC=1N(C2=NC(=NC(=C2N1)N)OC(C)C)C1OCCCC1 (8-Bromo-2-[(1-methylethyl)oxy]-9-(tetrahydro-2H-pyran-2-yl)-9H-purin-6-amine). Isolated yield 101.8%. Reaction SMILES: [Br:1]N1C(=O)CCC1=O.[CH3:9][CH:10]([O:12][C:13]1[N:21]=[C:20]2[C:16]([N:17]=[CH:18][N:19]2[CH:22]2[CH2:27][CH2:26][CH2:25][CH2:24][O:23]2)=[C:15]([NH2:28])[N:14]=1)[CH3:11]>C(Cl)(Cl)Cl>[Br:1][C:18]1[N:19]([CH:22]2[CH2:27][CH2:26][CH2:25][CH2:24][O:23]2)[C:20]2[C:16]([N:17]=1)=[C:15]([NH2:28])[N:14]=[C:13]([O:12][CH:10]([CH3:9])[CH3:11])[N:21]=2. Reported procedure: N-Bromosuccinimide (604 mg, 3.39 mmol) was added to a solution of 2-[(1-methylethyl)oxy]-9-(tetrahydro-2H-pyran-2-yl)-9H-purin-6-amine (888 mg, 3.20 mmol) in chloroform (30 ml) at 0-5° C. under nitrogen. The mixture was stirred at 0-5° C. for 1 hour during which time it became reddish brown in colour and it was then warmed to room temperature and stirred for a further 4 hours. LCMS indicated the reaction to be incomplete and more N-bromosuccinimide (114 mg, 0.641 mmol) was added and the reaction... The reactants are [Na].C(C)OC(=O)C=1N=NNN1 (2H-Tetrazole-5-carboxylic acid ethyl ester sodium salt), BrCC1=NOC(=C1)C=1SC(=CC1)Cl (3-Bromomethyl-5-(5-chloro-thiophen-2-yl)-isoxazole), 0107436 A2. Solvent: CN(C)C=O (DMF). Conditions: time 16 hour. Product: ClC1=CC=C(S1)C1=CC(=NO1)CN1N=C(N=N1)C(=O)O (2-[5-(5-Chloro-thiophen-2-yl)-isoxazol-3-ylmethyl]-2H-tetrazole-5-carboxylic acid). Reaction SMILES: [Na].C([O:4][C:5]([C:7]1[N:8]=[N:9][NH:10][N:11]=1)=[O:6])C.Br[CH2:13][C:14]1[CH:18]=[C:17]([C:19]2[S:20][C:21]([Cl:24])=[CH:22][CH:23]=2)[O:16][N:15]=1>CN(C=O)C>[Cl:24][C:21]1[S:20][C:19]([C:17]2[O:16][N:15]=[C:14]([CH2:13][N:9]3[N:10]=[N:11][C:7]([C:5]([OH:4])=[O:6])=[N:8]3)[CH:18]=2)=[CH:23][CH:22]=1 |f:0.1,^1:0|. Reported procedure: To a solution of 100 mg 2H-Tetrazole-5-carboxylic acid ethyl ester sodium salt in 1 ml DMF, 59 mg 3-Bromomethyl-5-(5-chloro-thiophen-2-yl)-isoxazole [prepared by adopting a procedure described by Ewing, William R.; Becker, Michael R.; Choi-Sledeski, Yong Mi; Pauls, Heinz W.; He, Wei; Condon, Stephen M.; Davis, Roderick S.; Hanney, Barbara A.; Spada, Alfred P.; Burns, Christopher J.; Jiang, John Z.; Li, Aiwen; Myers, Michael R.; Lau, Wan F.; Poli, Gregory B; PCT Int. Appl. (2001) 460 pp. WO 01074...